The task is: describe an organic reaction: reactants, conditions, products, and yield. This data is from the Open Reaction Database (ORD), a public repository of structured organic reaction records. Reactants: OS(=O)(=O)O (H2SO4), ice water, OS(=O)(=O)O (H2SO4), FC=1C=C(C=CC1)NC(CC(OC)OC)=O (N-(3-fluorophenyl)-3,3-bis(methyloxy)propanamide). Solvent: O (water), O (water). Conditions: time 1 hour. The product is FC1=CC=C2C=CC(NC2=C1)=O (7-Fluoro-2(1H)-quinolinone). The yield is 82.7%. Reaction SMILES: OS(O)(=O)=O.[F:6][C:7]1[CH:8]=[C:9]([NH:13][C:14](=[O:21])[CH2:15][CH:16](OC)OC)[CH:10]=[CH:11][CH:12]=1>O>[F:6][C:7]1[CH:8]=[C:9]2[C:10]([CH:16]=[CH:15][C:14](=[O:21])[NH:13]2)=[CH:11][CH:12]=1. Procedure: A solution of 70% H2SO4 was made up by adding chilled H2SO4 (35 ml) to chilled water (15 ml) ensuring the temp remained between 10-20° C. Finely ground N-(3-fluorophenyl)-3,3-bis(methyloxy)propanamide (6.17 g, 27.2 mmol) was then added cautiously to this solution keeping the vessel in ice. This was stirred for 1 hour and then ice water (70 ml) was added. This was then diluted further with water (230 ml). The mixture was stirred for a further 30 mins. The precipitate was filtered off and dried in... The reactants are O=C(O)C1CCN1Cc1ccccc1, [O-][Cl+3]([O-])([O-])O, O=C(Cl)C(=O)Cl. Yields the product c1ccc(CN2CC[CH3+]2)cc1, [O-][Cl+3]([O-])([O-])[O-]. RXN SMILES: [CH2:1]([c:2]1[cH:3][cH:4][cH:5][cH:6][cH:7]1)[N:8]1[CH:9]([C:12]([OH:13])=[O:14])[CH2:10][CH2:11]1.[Cl+3:21]([O-:22])([O-:23])([O-:24])[OH:25].[Cl:15][C:16]([C:17]([Cl:18])=[O:19])=[O:20]>>[CH2:1]([c:2]1[cH:3][cH:4][cH:5][cH:6][cH:7]1)[N:8]1[CH3+:9][CH2:10][CH2:11]1.[Cl+3:21]([O-:22])([O-:23])([O-:24])[O-:25]. Starting materials: CC(C)(C)OC(=O)N1c2ccccc2CC1CO, CCCCP(CCCC)CCCC, CN(C)C=O, O=C(N=NC(=O)N1CCCCC1)N1CCCCC1, C1CCOC1, O=C1SC(Cc2ccc(O)cc2)C(=O)N1C(c1ccccc1)(c1ccccc1)c1ccccc1. Yields the product CC(C)(C)OC(=O)N1c2ccccc2CC1COc1ccc(CC2SC(=O)N(C(c3ccccc3)(c3ccccc3)c3ccccc3)C2=O)cc1. As a reaction SMILES: [C:19]([CH3:20])([CH3:21])([CH3:22])[O:23][C:24](=[O:25])[N:26]1[CH:27]([CH2:35][OH:36])[CH2:28][c:29]2[cH:30][cH:31][cH:32][cH:33][c:34]21.[CH2:37]([P:38]([CH2:39][CH2:40][CH2:41][CH3:42])[CH2:43][CH2:44][CH2:45][CH3:46])[CH2:47][CH2:48][CH3:49].[CH3:89][N:90]([CH3:91])[CH:92]=[O:93].[N:1]([C:2]([N:3]1[CH2:4][CH2:5][CH2:6][CH2:7][CH2:8]1)=[O:9])=[N:10][C:11]([N:12]1[CH2:13][CH2:14][CH2:15][CH2:16][CH2:17]1)=[O:18].[O:84]1[CH2:85][CH2:86][CH2:87][CH2:88]1.[OH:50][c:51]1[cH:52][cH:53][c:54]([CH2:55][CH:56]2[C:57](=[O:81])[N:58]([C:62]([c:63]3[cH:64][cH:65][cH:66][cH:67][cH:68]3)([c:69]3[cH:70][cH:71][cH:72][cH:73][cH:74]3)[c:75]3[cH:76][cH:77][cH:78][cH:79][cH:80]3)[C:59](=[O:61])[S:60]2)[cH:82][cH:83]1>>[C:19]([CH3:20])([CH3:21])([CH3:22])[O:23][C:24](=[O:25])[N:26]1[CH:27]([CH2:35][O:36][c:51]2[cH:52][cH:53][c:54]([CH2:55][CH:56]3[C:57](=[O:81])[N:58]([C:62]([c:63]4[cH:64][cH:65][cH:66][cH:67][cH:68]4)([c:69]4[cH:70][cH:71][cH:72][cH:73][cH:74]4)[c:75]4[cH:76][cH:77][cH:78][cH:79][cH:80]4)[C:59](=[O:61])[S:60]3)[cH:82][cH:83]2)[CH2:28][c:29]2[cH:30][cH:31][cH:32][cH:33][c:34]21. The reactants are NN (hydrazine), ClC1=CC=C(C=C1)C(C(C1=CC=NC=C1)=C1SCS1)=O (1-(4-chlorophenyl)-2-(1,3-dithietan-2-ylidene)-2-(4-pyridinyl)ethanone), CN1CCC(CC1)NC (1-methyl-4-methylaminopiperidine). Solvent: C1(=CC=CC=C1)C (toluene). Conditions: time 16 hour. Yields the product 395, O.O.ClC1=CC=C(C=C1)C1=C(C(=NN1)N(C1CCN(CC1)C)C)C1=CC=NC=C1 (N-[5-(4-chlorophenyl)-4-(4-pyridinyl)-1H-pyrazol-3-yl]-4-N,l-dimethyl-4-piperidinamine, dihydrate). As a reaction SMILES: [Cl:1][C:2]1[CH:7]=[CH:6][C:5]([C:8](=[O:20])[C:9](=[C:16]2SCS2)[C:10]2[CH:15]=[CH:14][N:13]=[CH:12][CH:11]=2)=[CH:4][CH:3]=1.[CH3:21][N:22]1[CH2:27][CH2:26][CH:25]([NH:28][CH3:29])[CH2:24][CH2:23]1.[NH2:30][NH2:31]>C1(C)C=CC=CC=1>[OH2:20].[OH2:20].[Cl:1][C:2]1[CH:7]=[CH:6][C:5]([C:8]2[NH:31][N:30]=[C:16]([N:28]([CH3:29])[CH:25]3[CH2:26][CH2:27][N:22]([CH3:21])[CH2:23][CH2:24]3)[C:9]=2[C:10]2[CH:15]=[CH:14][N:13]=[CH:12][CH:11]=2)=[CH:4][CH:3]=1 |f:4.5.6|. Reported procedure: A solution of 1-(4-chlorophenyl)-2-(1,3-dithietan-2-ylidene)-2-(4-pyridinyl)ethanone (3.2 g, 0.01 mol; prepared as set forth in Step 1 of Example A-341) and 1-methyl-4-methylaminopiperidine (3.8 g, 0.03 mol) in 30 mL of toluene refluxed for six hours under nitrogen; The mixture was cooled and solvent was removed under vacuum. The residue was dissolved in dry tetrahydrofuran (30 mL) and anyhydrous hydrazine (650 mg, 0.02 mol) was added. The reaction mixture was stirred at room temperature under n... The product is ON=CC1CCCCC1. The reactants are CCO, O=CC1CCCCC1, Cl, NO, c1ccncc1. Reaction SMILES: [CH3:18][CH2:19][OH:20].[CH:1]1([CH:7]=[O:8])[CH2:2][CH2:3][CH2:4][CH2:5][CH2:6]1.[ClH:9].[NH2:10][OH:11].[cH:12]1[cH:13][cH:14][n:15][cH:16][cH:17]1>>[CH:1]1([CH:7]=[N:10][OH:11])[CH2:2][CH2:3][CH2:4][CH2:5][CH2:6]1. Reactants: CC(=O)Nc1cc(-c2c(-c3ccc(F)cc3)nc(SCC(=O)N(CCO)CCO)n2C)ccn1, Cl, [Na+], [OH-]. Product: Cn1c(SCC(=O)N(CCO)CCO)nc(-c2ccc(F)cc2)c1-c1ccnc(N)c1. Reaction SMILES: [C:1](=[O:2])([CH3:3])[NH:4][c:5]1[n:6][cH:7][cH:8][c:9](-[c:11]2[c:12](-[c:28]3[cH:29][cH:30][c:31]([F:34])[cH:32][cH:33]3)[n:13][c:14]([S:17][CH2:18][C:19](=[O:20])[N:21]([CH2:22][CH2:23][OH:24])[CH2:25][CH2:26][OH:27])[n:15]2[CH3:16])[cH:10]1.[ClH:37].[Na+:36].[OH-:35]>>[NH2:4][c:5]1[n:6][cH:7][cH:8][c:9](-[c:11]2[c:12](-[c:28]3[cH:29][cH:30][c:31]([F:34])[cH:32][cH:33]3)[n:13][c:14]([S:17][CH2:18][C:19](=[O:20])[N:21]([CH2:22][CH2:23][OH:24])[CH2:25][CH2:26][OH:27])[n:15]2[CH3:16])[cH:10]1. Reactants: ClC=1C(=CC(=C(OCCO)C1)[N+](=O)[O-])[N+](=O)[O-] (2-(5'-chloro-2',4'-dinitrophenoxy) ethanol), C[O-].[Na+] (sodium methoxide), ice, C(C)(=O)OCC (ethyl acetate). Solvent: CO (methanol). Yields the product [N+](=O)([O-])C1=C(OCCO)C=C(C(=C1)[N+](=O)[O-])OC (2-(2',4'-dinitro-5'-methoxyphenoxy) ethanol). RXN SMILES: Cl[C:2]1[C:3]([N+:15]([O-:17])=[O:16])=[CH:4][C:5]([N+:12]([O-:14])=[O:13])=[C:6]([CH:11]=1)[O:7][CH2:8][CH2:9][OH:10].C[O-].[Na+].[C:21](OCC)(=[O:23])C>CO>[N+:12]([C:5]1[CH:4]=[C:3]([N+:15]([O-:17])=[O:16])[C:2]([O:23][CH3:21])=[CH:11][C:6]=1[O:7][CH2:8][CH2:9][OH:10])([O-:14])=[O:13] |f:1.2|. Procedure details: To 20.0 g (0.076 moles) of 2-(5'-chloro-2',4'-dinitrophenoxy) ethanol in 200 ml methanol is added 10.8 g (0.20 moles) sodium methoxide, with stirring. The mixture is heated to reflux. TLC (ethyl acetate) after 6 hours shows the reaction is complete. The hot mixture is poured into 1 liter ice. The pale yellow precipitate is collected by vacuum filtration, washed with water and dried in a vacuum oven at 50° C. Yield is 16.3 g (82.9%), m.p. 137°-140°. Starting materials: O.CSC1=NS(C2=C(N1)C=CN=C2)(=O)=O (3-methylsulfanyl-4H-pyrido[4,3-e]-1,2,4-thiadiazine 1,1-dioxide monohydrate), C(CCCCCCC)N (octylamine), ClC=1C=C(C=CC1)C (m-chlorotoluene). The product is C(CCCCCCC)NC1=NS(C2=C(N1)C=CN=C2)(=O)=O (3-Octylamino-4H-pyrido[4,3-e]-1,2,4-thiadiazine 1,1-dioxide). Reaction SMILES: O.CS[C:4]1[NH:9][C:8]2[CH:10]=[CH:11][N:12]=[CH:13][C:7]=2[S:6](=[O:15])(=[O:14])[N:5]=1.[CH2:16]([NH2:24])[CH2:17][CH2:18][CH2:19][CH2:20][CH2:21][CH2:22][CH3:23].ClC1C=C(C)C=CC=1>>[CH2:16]([NH:24][C:4]1[NH:9][C:8]2[CH:10]=[CH:11][N:12]=[CH:13][C:7]=2[S:6](=[O:15])(=[O:14])[N:5]=1)[CH2:17][CH2:18][CH2:19][CH2:20][CH2:21][CH2:22][CH3:23] |f:0.1|. Procedure: A mixture of 3-methylsulfanyl-4H-pyrido[4,3-e]-1,2,4-thiadiazine 1,1-dioxide monohydrate (0.5 g), octylamine (0.5 mL) and m-chlorotoluene (3 mL) was refluxed for 2-3 h (until completion of the reaction; t.l.c.). Most of the solvents were removed by distillation and the residue was dispersed in a mixture of water (30 mL) and methanol (30 mL) and supplemented with NaOH 10% w/v in water (2 mL). The mixture was treated with charcoal, filtered, and the filtrate was adjusted to pH 6 with 1N HCl. The r... Starting materials: FC=1C=C(C=CC1[N+](=O)[O-])O (3-fluoro-4-nitrophenol), CC=1C=C(N)C=CC1C (3,4-dimethylaniline). Solvent: ClCCl (dichloromethane). Conditions: temperature 150 celsius, time 2 hour. The product is CC=1C=C(C=CC1C)NC=1C=C(C=CC1[N+](=O)[O-])O (3-(3,4-Dimethylphenyl) amino-4-nitrophenol). Reaction SMILES: F[C:2]1[CH:3]=[C:4]([OH:11])[CH:5]=[CH:6][C:7]=1[N+:8]([O-:10])=[O:9].[CH3:12][C:13]1[CH:14]=[C:15]([CH:17]=[CH:18][C:19]=1[CH3:20])[NH2:16]>ClCCl>[CH3:12][C:13]1[CH:14]=[C:15]([NH:16][C:2]2[CH:3]=[C:4]([OH:11])[CH:5]=[CH:6][C:7]=2[N+:8]([O-:10])=[O:9])[CH:17]=[CH:18][C:19]=1[CH3:20]. Reported procedure: 3 g of 3-fluoro-4-nitrophenol and 6.9 g of 3,4-dimethylaniline were mixed and stirred for 2 hours at 150° C. After cooling, it was dissolved in dichloromethane and extracted six times with 1N aqueous hydrochloric acid. The organic phase was discarded, and the combined aqueous phases were extracted three times with chloroform. The combined extracts were dried on sodium sulfate, concentrated by evaporation in a vacuum, and the residue was chromatographed on silica gel.